This data is from the Open Reaction Database (ORD), a public repository of structured organic reaction records. The task is: describe an organic reaction: reactants, conditions, products, and yield Reactants: NC=1N(C2=C([N+]1CCCN(C)C)C=CC=C2)CC(C(C)(C)C)=O (2-Amino-1-(3-dimethylaminopropyl)-3-pivaloylmethylbenzimidazolium), C([O-])([O-])=O.[Na+].[Na+] (sodium carbonate). The solvent is C(C)O (ethanol). Product: C(C)(C)(C)C=1N=C2N(C3=C(N2C1)C=CC=C3)CCCN(C)C (2-Tert-butyl-9-(3-dimethylaminopropyl)imidazo[1,2-a]benzimidazole). Yield: 90.0%. RXN SMILES: [NH2:1][C:2]1[N:3]([CH2:17][C:18](=O)[C:19]([CH3:22])([CH3:21])[CH3:20])[C:4]2[CH:16]=[CH:15][CH:14]=[CH:13][C:5]=2[N+:6]=1[CH2:7][CH2:8][CH2:9][N:10]([CH3:12])[CH3:11].C(=O)([O-])[O-].[Na+].[Na+]>C(O)C>[C:19]([C:18]1[N:1]=[C:2]2[N:3]([CH:17]=1)[C:4]1[CH:16]=[CH:15][CH:14]=[CH:13][C:5]=1[N:6]2[CH2:7][CH2:8][CH2:9][N:10]([CH3:12])[CH3:11])([CH3:22])([CH3:21])[CH3:20] |f:1.2.3|. Reported procedure: Heat at reflux for 25 minutes 3 mmol of the hydrobromide obtained in Step A and 4 g of sodium carbonate in 25 ml of ethanol. Evaporate, treat the residue twice with 10 ml of chloroform each time, and pass the resulting chloroform solutions over a column of alumina. Evaporate the eluate. The title compound is obtained in the form of an oil. Reactants: BrC1=CC=CC=C1 (bromobenzene), BrC1=C(C(=CC2=CC(=CC=C12)Br)C(=O)O)O (4,7-dibromo-3-hydroxy-2-naphthoic acid), BrC1=CC=C(C=C1)C (4-bromotoluene). Yields the product BrC1=C(C(=CC2=CC(=CC=C12)Br)CC1=CC=CC=C1)OC (1,6-dibromo-2methoxy-3-benzylnaphthalene), BrC1=C(C(=CC2=CC(=CC=C12)Br)CC1=CC=CC=C1)O (1,6-dibromo-3-benzyl-2-naphthol). RXN SMILES: [Br:1][C:2]1[C:11]2[C:6](=[CH:7][C:8]([Br:12])=[CH:9][CH:10]=2)[CH:5]=[C:4]([C:13](O)=O)[C:3]=1[OH:16].Br[C:18]1[CH:23]=[CH:22][C:21](C)=[CH:20][CH:19]=1.Br[C:26]1[CH:31]=[CH:30][CH:29]=[CH:28][CH:27]=1>>[Br:1][C:2]1[C:11]2[C:6](=[CH:7][C:8]([Br:12])=[CH:9][CH:10]=2)[CH:5]=[C:4]([CH2:13][C:18]2[CH:23]=[CH:22][CH:21]=[CH:20][CH:19]=2)[C:3]=1[O:16][CH3:26].[Br:1][C:2]1[C:11]2[C:6](=[CH:7][C:8]([Br:12])=[CH:9][CH:10]=2)[CH:5]=[C:4]([CH2:13][C:26]2[CH:31]=[CH:30][CH:29]=[CH:28][CH:27]=2)[C:3]=1[OH:16]. Procedure details: Using the Example 1 compound 4,7-dibromo-3-hydroxy-2-naphthoic acid as the starting material, and 4-bromotoluene to replace bromobenzene, the procedures of Examples 3-7 were repeated to obtain compounds 1,6-dibromo-2methoxy-3-benzylnaphthalene and 1,6-dibromo-3-benzyl-2-naphthol.